From a dataset of the Open Reaction Database (ORD), a public repository of structured organic reaction records. describe an organic reaction: reactants, conditions, products, and yield The reactants are COCC(=O)Cl, O=C(NCC1CNCCO1)c1c[nH]c2c(-c3c(OCC4CC4)ccc4c3OCO4)ncnc12. The product is COCC(=O)N1CCOC(CNC(=O)c2c[nH]c3c(-c4c(OCC5CC5)ccc5c4OCO5)ncnc23)C1. As a reaction SMILES: [CH3:34][O:35][CH2:36][C:37](=[O:38])[Cl:39].[O:1]1[CH:2]([CH2:7][NH:8][C:9](=[O:10])[c:11]2[cH:12][nH:13][c:14]3[c:15]2[n:16][cH:17][n:18][c:19]3-[c:20]2[c:21]([O:29][CH2:30][CH:31]3[CH2:32][CH2:33]3)[cH:22][cH:23][c:24]3[c:28]2[O:27][CH2:26][O:25]3)[CH2:3][NH:4][CH2:5][CH2:6]1>>[O:1]1[CH:2]([CH2:7][NH:8][C:9](=[O:10])[c:11]2[cH:12][nH:13][c:14]3[c:15]2[n:16][cH:17][n:18][c:19]3-[c:20]2[c:21]([O:29][CH2:30][CH:31]3[CH2:32][CH2:33]3)[cH:22][cH:23][c:24]3[c:28]2[O:27][CH2:26][O:25]3)[CH2:3][N:4]([C:37]([CH2:36][O:35][CH3:34])=[O:38])[CH2:5][CH2:6]1. Reactants: C(C)OCC (diethyl ether), CN1C(N(C(C=C1C(F)(F)F)=O)C=1C=CC2=C(C(=NS2)C2=C(C=CC(=C2)OC(C(=O)OC)C)C)C1)=O (methyl 2-{{2-{5-[3,6-dihydro-3-methyl-4-(trifluoromethyl)-2,6-dioxo-1(2H)-pyrimidinyl]-1,2-benzisothiazol-3-yl}-p-tolyl}oxy}propionate), C(O)([O-])=O.[Na+] (sodium hydrogen carbonate), COC=1C=CC(=CC1)P2(=S)SP(=S)(S2)C=3C=CC(=CC3)OC (Lawesson's Reagent). The solvent is C1(=CC=CC=C1)C (toluene), C(Cl)Cl (methylene chloride). The product is CN1C(N(C(C=C1C(F)(F)F)=S)C=1C=CC2=C(C(=NS2)C2=C(C=CC(=C2)OC(C(=O)OC)C)C)C1)=O (Methyl 2-{{2-{5-[3,6-dihydro-3-methyl-2-oxo-6-thioxo-4-(trifluoromethyl)-1(2H)-pyrimidinyl]-1,2-benzisothiazol-3-yl}-p-tolyl}oxy}-propionate). Isolated yield 71.2%. Reaction SMILES: [CH3:1][N:2]1[C:7]([C:8]([F:11])([F:10])[F:9])=[CH:6][C:5](=O)[N:4]([C:13]2[CH:14]=[CH:15][C:16]3[S:20][N:19]=[C:18]([C:21]4[CH:26]=[C:25]([O:27][CH:28]([CH3:33])[C:29]([O:31][CH3:32])=[O:30])[CH:24]=[CH:23][C:22]=4[CH3:34])[C:17]=3[CH:35]=2)[C:3]1=[O:36].C(=O)([O-])O.[Na+].COC1C=CC(P2(SP(C3C=CC(OC)=CC=3)(=S)S2)=[S:51])=CC=1.C(OCC)C>C1(C)C=CC=CC=1.C(Cl)Cl>[CH3:1][N:2]1[C:7]([C:8]([F:9])([F:10])[F:11])=[CH:6][C:5](=[S:51])[N:4]([C:13]2[CH:14]=[CH:15][C:16]3[S:20][N:19]=[C:18]([C:21]4[CH:26]=[C:25]([O:27][CH:28]([CH3:33])[C:29]([O:31][CH3:32])=[O:30])[CH:24]=[CH:23][C:22]=4[CH3:34])[C:17]=3[CH:35]=2)[C:3]1=[O:36] |f:1.2|. Reported procedure: A mixture of methyl 2-{{2-{5-[3,6-dihydro-3-methyl-4-(trifluoromethyl)-2,6-dioxo-1(2H)-pyrimidinyl]-1,2-benzisothiazol-3-yl}-p-tolyl}oxy}propionate (2.00 g, 3.80 mmol), sodium hydrogen carbonate (1.24 g, 14.8 mmol) and Lawesson's Reagent (2,4-bis(4-methoxyphenyl)-1,3-dithia-2,4-diphosphetane-2,4-disulfide, 1.70 g, 4.20 mmol) in toluene is refluxed for two hours, filtered to remove solids, and concentrated in vacuo to obtain an orange foam. Column chromatography of the foam using silica gel, and ... Reactants: C, CCO, CCOC(=O)C=CCOc1cn(C(C)C)c2cc(NC3CCCCC3)c(F)cc2c1=O, [H][H], [Rh]. The product is CCOC(=O)CCCOc1cn(C(C)C)c2cc(NC3CCCCC3)c(F)cc2c1=O. As a reaction SMILES: [C:34].[CH3:36][CH2:37][OH:38].[CH:1]1([NH:7][c:8]2[c:9]([F:31])[cH:10][c:11]3[c:12](=[O:30])[c:13]([O:21][CH2:22][CH:23]=[CH:24][C:25](=[O:26])[O:27][CH2:28][CH3:29])[cH:14][n:15]([CH:18]([CH3:19])[CH3:20])[c:16]3[cH:17]2)[CH2:2][CH2:3][CH2:4][CH2:5][CH2:6]1.[H:32][H:33].[Rh:35]>>[CH:1]1([NH:7][c:8]2[c:9]([F:31])[cH:10][c:11]3[c:12](=[O:30])[c:13]([O:21][CH2:22][CH2:23][CH2:24][C:25](=[O:26])[O:27][CH2:28][CH3:29])[cH:14][n:15]([CH:18]([CH3:19])[CH3:20])[c:16]3[cH:17]2)[CH2:2][CH2:3][CH2:4][CH2:5][CH2:6]1. Starting materials: NC1=NC(=NC=C1C(=O)OCC)SC (ethyl 4-amino-2-(methylsulfanyl)pyrimidine-5-carboxylate), [H-].[Na+] (sodium hydride), Cl (hydrochloric acid), ClC1=C(C(=CC=C1)C)N=C=O (2-chloro-6-methylphenyl isocyanate). Run in CN(C=O)C (N,N-dimethylformamide), C(C)(=O)OCC (ethyl acetate). Reaction conditions: time 5 minute. Product: ClC1=C(C(=CC=C1)C)N1C(NC2=NC(=NC=C2C1=O)SC)=O (3-(2-chloro-6-methylphenyl)-7-(methylsulfanyl)pyrimido[4,5-d]pyrimidine-2,4(1H,3H)-dione). Yield: 63.7%. As a reaction SMILES: [NH2:1][C:2]1[C:7]([C:8]([O:10]CC)=O)=[CH:6][N:5]=[C:4]([S:13][CH3:14])[N:3]=1.[H-].[Na+].[Cl:17][C:18]1[CH:23]=[CH:22][CH:21]=[C:20]([CH3:24])[C:19]=1[N:25]=[C:26]=[O:27].Cl>CN(C)C=O.C(OCC)(=O)C>[Cl:17][C:18]1[CH:23]=[CH:22][CH:21]=[C:20]([CH3:24])[C:19]=1[N:25]1[C:8](=[O:10])[C:7]2[C:2](=[N:3][C:4]([S:13][CH3:14])=[N:5][CH:6]=2)[NH:1][C:26]1=[O:27] |f:1.2|. Procedure details: To a solution of 100 mg of ethyl 4-amino-2-(methylsulfanyl)pyrimidine-5-carboxylate in 4 mL of N,N-dimethylformamide, 56 mg of sodium hydride was added, and the resulting mixture was stirred at room temperature for 5 minutes. To the reaction mixture, 118 mg of 2-chloro-6-methylphenyl isocyanate was added, and the resulting mixture was stirred at room temperature for 1 hour. To the reaction mixture, ethyl acetate and a 1 N aqueous hydrochloric acid solution were added and the organic layer was se... Starting materials: NCC1=CC=C(C=C1)O (4-(aminomethyl)phenol), TEA, BrCC(=O)OC(C)(C)C (tert-butyl 2-bromoacetate). Run in CC(OCC)=O (EA), CN(C)C=O (DMF). Reaction conditions: time 1 hour. The product is OC1=CC=C(CNCC(=O)OC(C)(C)C)C=C1 (tert-butyl 2-((4-hydroxybenzyl)amino)acetate). Isolated yield 48.4%. As a reaction SMILES: [NH2:1][CH2:2][C:3]1[CH:8]=[CH:7][C:6]([OH:9])=[CH:5][CH:4]=1.Br[CH2:11][C:12]([O:14][C:15]([CH3:18])([CH3:17])[CH3:16])=[O:13]>CN(C=O)C.CC(=O)OCC>[OH:9][C:6]1[CH:7]=[CH:8][C:3]([CH2:2][NH:1][CH2:11][C:12]([O:14][C:15]([CH3:18])([CH3:17])[CH3:16])=[O:13])=[CH:4][CH:5]=1. Procedure details: Prepared using General Procedure 13: To a stirred solution of 4-(aminomethyl)phenol (2.0 g, 16.2 mmol) in DMF (10 mL) was added TEA (4.53 mL, 32.5 mmol) followed by tert-butyl 2-bromoacetate (2.40 mL, 16.2 mmol) added drop-wise over 30 minutes. After stirring a further 1 h at room temperature, the reaction mixture was diluted with EA (100 mL) and washed with water (2×100 mL). The organics were isolated and pre-absorbed onto silica gel then purified by silica gel chromatography (EA/isohexanes) to... Starting materials: FC=1C=CC(=C(C1)C(C)=O)O (5′-fluoro-2′-hydroxyacetophenone), C[O-].[Na+] (sodium methoxide), CO (methanol), C(C)OC(C(=O)OCC)=O (diethyloxalate), Cl (HCl). The solvent is O (water), C1CCOC1 (THF), O (water), C(C)(=O)O (acetic acid). Conditions: temperature 17.5 celsius. The product is FC=1C=CC2=C(C(C=C(O2)C(=O)O)=O)C1 (6-fluoro-4-oxo-4H-1-benzopyran-2-carboxylic acid). As a reaction SMILES: [F:1][C:2]1[CH:3]=[CH:4][C:5]([OH:11])=[C:6]([C:8](=[O:10])[CH3:9])[CH:7]=1.C[O-].[Na+].CO.C([O:19][C:20](=[O:26])[C:21](OCC)=O)C.Cl>C1COCC1.C(O)(=O)C.O>[F:1][C:2]1[CH:3]=[CH:4][C:5]2[O:11][C:21]([C:20]([OH:26])=[O:19])=[CH:9][C:8](=[O:10])[C:6]=2[CH:7]=1 |f:1.2|. Reported procedure: A solution of 20 g of 5′-fluoro-2′-hydroxyacetophenone (13 mol) in 100 ml of THF was slowly added at 5-10° C. to a solution of 52 ml of 30% sodium methoxide in methanol (0.30 mol). The temperature was then allowed to reach 15° C. and 22 g of diethyloxalate (0.15 mol) were added between 15 to 25° C. to give a complete solution. The reaction progress was monitored by TLC until less than 5% of raw starting material was present. The mixture was adjusted to pH 1-2 by the addition of 20 ml of 36% HCl ... Reactants: C(C1=CC=CC=C1)OC(=O)NC(C(=O)OCC)(CC(=O)OCC)C(=O)OCC (diethyl 2-benzyloxycarbonylamino-2-ethoxycarbonylsuccinate). Solvent: P(=O)([O-])([O-])[O-] (phosphate), C(C)O (ethanol). Run at temperature 30 celsius, time 20 hour. Yields the product C(C1=CC=CC=C1)OC(=O)N[C@](CC(=O)OCC)(C(=O)O)C(=O)OCC ((R)-1-ethyl hydrogen 3-benzyloxycarbonylamino-3-ethoxycarbonylsuccinate). Isolated yield 84.0%. As a reaction SMILES: [CH2:1]([O:8][C:9]([NH:11][C:12]([C:24]([O:26]CC)=[O:25])([CH2:18][C:19]([O:21][CH2:22][CH3:23])=[O:20])[C:13]([O:15][CH2:16][CH3:17])=[O:14])=[O:10])[C:2]1[CH:7]=[CH:6][CH:5]=[CH:4][CH:3]=1>P([O-])([O-])([O-])=O.C(O)C>[CH2:1]([O:8][C:9]([NH:11][C@@:12]([C:13]([O:15][CH2:16][CH3:17])=[O:14])([C:24]([OH:26])=[O:25])[CH2:18][C:19]([O:21][CH2:22][CH3:23])=[O:20])=[O:10])[C:2]1[CH:3]=[CH:4][CH:5]=[CH:6][CH:7]=1. Reported procedure: 4.0 g of pig liver esterase produced by Sigma [PLE (27 kU/g), lyophilized product, product number: E3019] was dissolved in a 0.05 mol/L phosphate buffer adjusted to pH 6.5 (360 mL), and the solution was added with a solution of diethyl 2-benzyloxycarbonylamino-2-ethoxycarbonylsuccinate (4.0 g) dissolved in ethanol (40 mL). The mixture was stirred at 30° C. for 20 hours to obtain (R)-1-ethyl hydrogen 3-benzyloxycarbonylamino-3-ethoxycarbonylsuccinate at a yield of 84% and optical purity of 93.6% ... The reactants are CCOC=C(C#N)C#N, CCO, Nc1ccc(C2=NNC(=O)CC2)cc1. The product is N#CC(C#N)=CNc1ccc(C2=NNC(=O)CC2)cc1. As a reaction SMILES: [CH2:15]([O:16][CH:18]=[C:19]([C:20]#[N:21])[C:22]#[N:23])[CH3:17].[CH3:24][CH2:25][OH:26].[NH2:1][c:2]1[cH:3][cH:4][c:5]([C:8]2=[N:13][NH:12][C:11](=[O:14])[CH2:10][CH2:9]2)[cH:6][cH:7]1>>[NH:1]([c:2]1[cH:3][cH:4][c:5]([C:8]2=[N:13][NH:12][C:11](=[O:14])[CH2:10][CH2:9]2)[cH:6][cH:7]1)[CH:18]=[C:19]([C:20]#[N:21])[C:22]#[N:23].